Dataset: the Open Reaction Database (ORD), a public repository of structured organic reaction records. Task: describe an organic reaction: reactants, conditions, products, and yield Starting materials: S1C(=CC=C1)CC(=O)NC1[C@@H]2N(C(C(=CS2)C(=O)O)C(=O)OC(C2=CC=CC=C2)C2=CC=CC=C2)C1=O (benzhydryl 7-(2-thienylacetamido)-3-carboxy-2-cephem-4-carboxylate), C1(=CC=CC=C1)S (thiophenol), CN1CCOCC1 (N-methylmorpholine), ClC(=O)OCC (ethyl chloroformate). Run in C(C)(=O)OCC (ethyl acetate), C(Cl)Cl (methylene chloride). Run at temperature -10 celsius, time 30 minute. Yields the product S1C(=CC=C1)CC(=O)NC1[C@@H]2N(C(C(=CS2)C(=O)SC2=CC=CC=C2)C(=O)OC(C2=CC=CC=C2)C2=CC=CC=C2)C1=O (Benzhydryl 7-(2-thienylacetamido)-3-(phenylthio)carbonyl-2-cephem-4-carboxylate). The yield is 66.5%. As a reaction SMILES: [S:1]1[CH:5]=[CH:4][CH:3]=[C:2]1[CH2:6][C:7]([NH:9][CH:10]1[C:36](=[O:37])[N:12]2[CH:13]([C:20]([O:22][CH:23]([C:30]3[CH:35]=[CH:34][CH:33]=[CH:32][CH:31]=3)[C:24]3[CH:29]=[CH:28][CH:27]=[CH:26][CH:25]=3)=[O:21])[C:14]([C:17]([OH:19])=O)=[CH:15][S:16][C@H:11]12)=[O:8].CN1CCOCC1.ClC(OCC)=O.[C:51]1([SH:57])[CH:56]=[CH:55][CH:54]=[CH:53][CH:52]=1>C(OCC)(=O)C.C(Cl)Cl>[S:1]1[CH:5]=[CH:4][CH:3]=[C:2]1[CH2:6][C:7]([NH:9][CH:10]1[C:36](=[O:37])[N:12]2[CH:13]([C:20]([O:22][CH:23]([C:30]3[CH:31]=[CH:32][CH:33]=[CH:34][CH:35]=3)[C:24]3[CH:25]=[CH:26][CH:27]=[CH:28][CH:29]=3)=[O:21])[C:14]([C:17]([S:57][C:51]3[CH:56]=[CH:55][CH:54]=[CH:53][CH:52]=3)=[O:19])=[CH:15][S:16][C@H:11]12)=[O:8]. Reported procedure: To a cooled (-10° C.), stirred solution of benzhydryl 7-(2-thienylacetamido)-3-carboxy-2-cephem-4-carboxylate (.267 g., 0.5 mmol.) in 25 ml. of methylene chloride under an argon atmosphere was added 0.152 g. (1.5 mmol.) of N-methylmorpholine. The reaction mixture was then cooled to -20° C. and 0.135 g. (1.25 mmol.) of ethyl chloroformate was added. The mixture was stirred at 0° for 30 minutes after which time the mixture was cooled to -10° and 0.165 g. of thiophenol was added. After stirring the... Starting materials: N[C@@H](CC(=O)O)C(=O)O (aspartic acid), [OH-].[K+] (KOH), N[C@@H](CC(=O)O)C(=O)O (aspartic acid). The solvent is O (water). Reaction conditions: temperature 70 celsius. Yields the product N[C@@H](CC(=O)[O-])C(=O)[O-].[K+].[K+] (Potassium Aspartate). Reaction SMILES: [NH2:1][C@H:2]([C:7]([OH:9])=[O:8])[CH2:3][C:4]([OH:6])=[O:5].[OH-].[K+:11]>O>[NH2:1][C@H:2]([C:7]([O-:9])=[O:8])[CH2:3][C:4]([O-:6])=[O:5].[K+:11].[K+:11] |f:1.2,4.5.6|. Reported procedure: To a 500 ml 2-neck round bottom flask, equipped with a reflux condenser and a pressure equalizing addition funnel was charged 10.00 parts (0.068 eqv.) of aspartic acid. 101 ml of KOH (0.065 eqv.) was added to the addition funnel. The basic solution was added to the aspartic acid, with magnetic stirring, over about 4 minutes. The reaction mixture was then stirred at about 70° C. for an additional hour, to insure complete reaction. The water was stripped off the reaction product at about 10 mm Hg ... Reactants: O=C([O-])[O-], CS(=O)(=O)O, CN(C)C=O, Clc1ccc(C2(Cn3cncn3)CO2)c(Cl)c1, FC(F)(F)c1c[nH]cn1, [K+], [K+]. The product is OC(Cn1cncn1)(Cn1cncc1C(F)(F)F)c1ccc(Cl)cc1Cl. As a reaction SMILES: [C:32](=[O:33])([O-:34])[O-:35].[CH3:10][S:11]([OH:12])(=[O:13])=[O:14].[CH3:38][N:39]([CH3:40])[CH:41]=[O:42].[Cl:15][c:16]1[c:17]([C:23]2([CH2:26][n:27]3[n:28][cH:29][n:30][cH:31]3)[O:24][CH2:25]2)[cH:18][cH:19][c:20]([Cl:22])[cH:21]1.[F:1][C:2]([c:3]1[n:4][cH:5][nH:6][cH:7]1)([F:8])[F:9].[K+:36].[K+:37]>>[F:1][C:2]([c:3]1[n:4]([CH2:25][C:23]([c:17]2[c:16]([Cl:15])[cH:21][c:20]([Cl:22])[cH:19][cH:18]2)([OH:24])[CH2:26][n:27]2[n:28][cH:29][n:30][cH:31]2)[cH:5][n:6][cH:7]1)([F:8])[F:9]. The reactants are S(O)(O)(=O)=O (sulfuric acid), CC(C(=O)O)(C(=O)O)C (2,2-dimethylmalonic acid), C(C)O.C1(=CC=CC=C1)C (ethanol toluene). Run at time 3 hour. Yields the product C(C)OC(C(C(=O)OCC)(C)C)=O (2,2-dimethylmalonic acid diethyl ester). As a reaction SMILES: S(=O)(=O)(O)O.[CH3:6][C:7]([CH3:14])([C:11]([OH:13])=[O:12])[C:8]([OH:10])=[O:9].[CH2:15](O)[CH3:16].[C:18]1(C)C=CC=C[CH:19]=1>>[CH2:18]([O:9][C:8](=[O:10])[C:7]([CH3:14])([CH3:6])[C:11]([O:13][CH2:15][CH3:16])=[O:12])[CH3:19] |f:2.3|. Procedure details: 0.023 ml of concentrated sulfuric acid are cautiously added to a solution of 4 g of 2,2-dimethylmalonic acid in 30 ml of a 1:2 absolute ethanol/toluene mixture. The reaction mixture is refluxed, distilling the azeotropic water/toluene mixture and adding every few an ethanol/toluene mixture. After 3 hours, the reaction mixture is added with 50 ml of water and extracted with ethyl acetate (3×15 ml). The combined organic extracts are dried over sodium sulfate and solvent is evaporated off under red... The reactants are COc1cc([N+](=O)[O-])c2nccc(C)c2c1OC, CCO, Cl. Product: COc1cc([N+](=O)[O-])c2nccc(C)c2c1O. RXN SMILES: [CH3:1][c:2]1[cH:3][cH:4][n:5][c:6]2[c:7]([N+:16](=[O:17])[O-:18])[cH:8][c:9]([O:14][CH3:15])[c:10]([O:12][CH3:13])[c:11]12.[CH3:20][CH2:21][OH:22].[ClH:19]>>[CH3:1][c:2]1[cH:3][cH:4][n:5][c:6]2[c:7]([N+:16](=[O:17])[O-:18])[cH:8][c:9]([O:14][CH3:15])[c:10]([OH:12])[c:11]12. The reactants are CC1CO1, CC[O-], CCO, [Cl-], O=[N+]([O-])c1cc2c3c(n[nH]c3c1)CCC2, [NH4+], [Na+]. The product is CC(O)Cn1nc2c3c(cc([N+](=O)[O-])cc31)CCC2. RXN SMILES: [CH2:20]1[CH:21]([CH3:22])[O:23]1.[CH3:17][CH2:18][O-:19].[CH3:26][CH2:27][OH:28].[Cl-:24].[N+:1](=[O:2])([O-:3])[c:4]1[cH:5][c:6]2[c:7]3[c:8]([n:9][nH:10][c:11]3[cH:12]1)[CH2:13][CH2:14][CH2:15]2.[NH4+:25].[Na+:16]>>[N+:1](=[O:2])([O-:3])[c:4]1[cH:5][c:6]2[c:7]3[c:8]([n:9][n:10]([CH2:20][CH:21]([CH3:22])[OH:23])[c:11]3[cH:12]1)[CH2:13][CH2:14][CH2:15]2. Reactants: 3,5-dichloro, crude product, anhydride, CC=1C=C2C(C(=O)OC2=O)=CC1 (4-methylphthalic anhydride), II (iodine), S(O)(O)(=O)=O (sulfuric acid), [O-]S(=O)[O-] (sulfuric anhydride), ClCl (chlorine), ClC1=C(C=C(C(C(=O)O)=C1)C(=O)O)C (5-chloro-4-methylphthalic acid), ClCl (chlorine), ClCl (chlorine). Solvent: C=1(C(=CC=CC1)C)C (xylene), O (water). The product is ClC1=C2C(C(=O)OC2=O)=CC=C1C (3-chloro-4-methylphthalic anhydride). RXN SMILES: [CH3:1][C:2]1[CH:3]=[C:4]2[C:9](=[O:10])[O:8][C:6](=[O:7])[C:5]2=[CH:11][CH:12]=1.II.S(=O)(=O)(O)O.[O-]S([O-])=O.ClCl.[Cl:26]C1C=C(C(O)=O)C(C(O)=O)=CC=1C>C1(C)C(C)=CC=CC=1.O>[Cl:26][C:3]1[C:2]([CH3:1])=[CH:12][CH:11]=[C:5]2[C:6]([O:8][C:9](=[O:10])[C:4]=12)=[O:7]. Reported procedure: 10 Grams of 4-methylphthalic anhydride, 0.1 g of iodine and 50 g of fuming sulfuric acid having the sulfuric anhydride content of 5 wt % were mixed, in which chlorine gas was blown at a feed rate of 7 ml/min with stirring. Feeding of chlorine gas was stopped when 0.062 mole of chlorine had been reacted with the anhydride. Then, the reaction mixture was poured into 250 g of water, cooled to effect precipitation. The precipitate was washed with a small amount of water and dried at 70° C. to give 9...